This data is from the Open Reaction Database (ORD), a public repository of structured organic reaction records. The task is: describe an organic reaction: reactants, conditions, products, and yield Starting materials: ClCCCCCCOC1=CC=C(C=C1)[C@@H]1C2=C3CCC(C=C3CC[C@H]2[C@@H]2CCC([C@@]2(C)C1)=O)=O (11beta-[4-[(6-chloro hexyl)oxy]phenyl]estra-4,9-diene-3,17-dione), C(C)(=O)OC(C)=O (acetic anhydride), C(C)(=O)Br (acetyl bromide). Product: OC1=CC=2CC[C@H]3[C@@H]4CCC([C@@]4(C)C[C@@H]([C@@H]3C2C=C1)C1=CC=C(C=C1)OCCCCCCCl)=O (3-hydroxy 11beta-[4-[(6-chloro hexyl)oxy]phenyl]estra-1,3,5(10)-trien-17-one). The yield is 100.4%. As a reaction SMILES: [Cl:1][CH2:2][CH2:3][CH2:4][CH2:5][CH2:6][CH2:7][O:8][C:9]1[CH:14]=[CH:13][C:12]([C@H:15]2[CH2:32][C@@:30]3([CH3:31])[C@@H:26]([CH2:27][CH2:28][C:29]3=[O:33])[C@H:25]3[C:16]2=[C:17]2[C:22]([CH2:23][CH2:24]3)=[CH:21][C:20](=[O:34])[CH2:19][CH2:18]2)=[CH:11][CH:10]=1.C(OC(=O)C)(=O)C.C(Br)(=O)C>>[OH:34][C:20]1[CH:19]=[CH:18][C:17]2[C@@H:16]3[C@H:25]([C@H:26]4[C@@:30]([CH2:32][C@@H:15]3[C:12]3[CH:11]=[CH:10][C:9]([O:8][CH2:7][CH2:6][CH2:5][CH2:4][CH2:3][CH2:2][Cl:1])=[CH:14][CH:13]=3)([CH3:31])[C:29](=[O:33])[CH2:28][CH2:27]4)[CH2:24][CH2:23][C:22]=2[CH:21]=1. Reported procedure: The operation is carried out as in Stages B and C of Example 3 starting with 481 mg of the product obtained in Stage A above using 0.5 cm3 of acetic anhydride and 0.25 cm3 of acetyl bromide. 483 mg of desired product is obtained. Reactants: C(C1=CC=CC=C1)N1CCC(CC1)NC(C(C(C)C)(C1=CC=CC=C1)OCCCC)=O (N-(1-benzyl-4-piperidinyl)-2-butoxy-3-methyl-2-phenylbutanamide). The reagents and catalysts are [OH-].[Pd+2].[OH-].[C] (palladium hydroxide carbon). Solvent: C(C)O (ethanol). Reaction conditions: time 6 hour. The product is N1CCC(CC1)NC(C(C(C)C)(C1=CC=CC=C1)OCCCC)=O (N-(4-piperidinyl)-2-butoxy-3-methyl-2-phenylbutanamide). As a reaction SMILES: C([N:8]1[CH2:13][CH2:12][CH:11]([NH:14][C:15](=[O:31])[C:16]([O:26][CH2:27][CH2:28][CH2:29][CH3:30])([C:20]2[CH:25]=[CH:24][CH:23]=[CH:22][CH:21]=2)[CH:17]([CH3:19])[CH3:18])[CH2:10][CH2:9]1)C1C=CC=CC=1>C(O)C.[OH-].[Pd+2].[OH-].[C]>[NH:8]1[CH2:9][CH2:10][CH:11]([NH:14][C:15](=[O:31])[C:16]([O:26][CH2:27][CH2:28][CH2:29][CH3:30])([C:20]2[CH:21]=[CH:22][CH:23]=[CH:24][CH:25]=2)[CH:17]([CH3:19])[CH3:18])[CH2:12][CH2:13]1 |f:2.3.4.5|. Reported procedure: To a solution of N-(1-benzyl-4-piperidinyl)-2-butoxy-3-methyl-2-phenylbutanamide (invention compound, Compound No. 4) (4.5 g, 10.6 mmole) in ethanol (60 ml) was added palladium hydroxide-carbon (1.2 g), followed by hydrogenation for 6 hours at room temperature. The catalyst was filtered off and the filtrate was removed under reduced pressure to obtain the invention compound (Compound No. 27, quantitative yield) as a colorless oil. The reactants are COC(CCCN1[C@@H](CCC1)COC1=CC=C(C=C1)CC1=CC=CC=C1)=O (4-[(S)-2-(4-benzyl-phenoxymethyl)-pyrrolidin-1-yl]-butyric acid methyl ester), [OH-].[Na+] (NaOH). Run in CO.O (MeOH H2O). Reaction conditions: temperature 50 celsius, time 67 hour. Product: C(C1=CC=CC=C1)C1=CC=C(OC[C@H]2N(CCC2)CCCC(=O)O)C=C1 (4-[(S)-2-(4-benzyl-phenoxymethyl)-pyrrolidin-1-yl]-butyric acid). Yield: 72.8%. Reaction SMILES: C[O:2][C:3](=[O:27])[CH2:4][CH2:5][CH2:6][N:7]1[CH2:11][CH2:10][CH2:9][C@H:8]1[CH2:12][O:13][C:14]1[CH:19]=[CH:18][C:17]([CH2:20][C:21]2[CH:26]=[CH:25][CH:24]=[CH:23][CH:22]=2)=[CH:16][CH:15]=1.[OH-].[Na+]>CO.O>[CH2:20]([C:17]1[CH:18]=[CH:19][C:14]([O:13][CH2:12][C@@H:8]2[CH2:9][CH2:10][CH2:11][N:7]2[CH2:6][CH2:5][CH2:4][C:3]([OH:27])=[O:2])=[CH:15][CH:16]=1)[C:21]1[CH:22]=[CH:23][CH:24]=[CH:25][CH:26]=1 |f:1.2,3.4|. Reported procedure: To a solution of the product from step 1 (0.13 g, 0.35 mmol) was added 2N NaOH (0.29 mL, 0.58 mmol) and 80% MeOH/H2O (4 mL). The resulting slurry was stirred at 50° C. for 67 h. The solvent was removed under reduced pressure and water was added to the residue. The pH was adjusted to 4 using 1 N HCl solution. The crude product was extracted with ethyl acetate. The combined organic layers were washed with water, washed with brine, dried over anhydrous Na2SO4 and concentrated in vacuo to afford the... Starting materials: C(=O)(C(F)(F)F)O (TFA), C(=O)(OC(C)(C)C)CN1CCN2CCCN(CCN(CCC1)CC(C2)CC2=CC=C(C=C2)[N+](=O)[O-])CC(=O)OC(C)(C)C (4,11-bis-(carbo-tert-butoxymethyl)-16-(4-nitrobenzyl)-1,4,8,11-tetraazabicyclo[6.6.3]heptadecane). The reagents and catalysts are [Pd] (Pd/C). The solvent is C(C)O (ethanol). Conditions: time 12 hour. The product is C(=O)(O)CN1CCN2CCCN(CCN(CCC1)CC(C2)CC2=CC=C(C=C2)N)CC(=O)O (4,11-bis-(carboxymethyl)-16-(4-aminobenzyl)-1,4,8,11-tetraazabicyclo[6.6.3]heptadecane). Isolated yield 145.7%. RXN SMILES: [C:1]([CH2:8][N:9]1[CH2:22][CH2:21][CH2:20][N:19]2[CH2:23][CH:24]([CH2:26][C:27]3[CH:32]=[CH:31][C:30]([N+:33]([O-])=O)=[CH:29][CH:28]=3)[CH2:25][N:12]([CH2:13][CH2:14][CH2:15][N:16]([CH2:36][C:37]([O:39]C(C)(C)C)=[O:38])[CH2:17][CH2:18]2)[CH2:11][CH2:10]1)([O:3]C(C)(C)C)=[O:2].C(O)(C(F)(F)F)=O>C(O)C.[Pd]>[C:1]([CH2:8][N:9]1[CH2:22][CH2:21][CH2:20][N:19]2[CH2:23][CH:24]([CH2:26][C:27]3[CH:28]=[CH:29][C:30]([NH2:33])=[CH:31][CH:32]=3)[CH2:25][N:12]([CH2:13][CH2:14][CH2:15][N:16]([CH2:36][C:37]([OH:39])=[O:38])[CH2:17][CH2:18]2)[CH2:11][CH2:10]1)([OH:3])=[O:2]. Procedure details: To a solution of 51 (0.42 g, 0.58 mmol) in ethanol (50 mL) was added 10% Pd/C (0.13 g). The resulting mixture was stirred under H2 (g) atmosphere at room temperature for 12 hours. The reaction mixture was filtered through a celite pad and washed with ethanol (2×20 mL). The combined filtrate was evaporated under vacuum to give an oily residue which was triturated with Et2O to provide yellow solid 28 (0.39 g, 98% yield) (2 equiv TFA calculated on the basis of mass). The reactants are ClC1=CC=CC2=C1C(N(CC=1N2C=NC1C1=NC(=NO1)CN1C(C=2C(C1=O)=CC=CC2)=O)C)=O (7-chloro-5,6-dihydro-5-methyl-3-(3-phthalimidomethyl-1,2,4-oxadiazol-5-yl)-4H-imidazo[1,5-a]-[1,4]benzodiazepin-6-one), CN (methylamine). The solvent is C(C)O (ethanol), C(C)O (ethanol). Yields the product NCC1=NOC(=N1)C=1N=CN2C1CN(C(C1=C2C=CC=C1Cl)=O)C (3-(3-aminomethyl-1,2,4-oxadiazol-5-yl)-7-chloro-5,6-dihydro-5-methyl-4H-imidazo[1,5-a][1,4]benzodiazepin-6-one). The yield is 71.1%. As a reaction SMILES: [Cl:1][C:2]1[C:7]2[C:8](=[O:34])[N:9]([CH3:33])[CH2:10][C:11]3[N:12]([CH:13]=[N:14][C:15]=3[C:16]3[O:20][N:19]=[C:18]([CH2:21][N:22]4C(=O)C5=CC=CC=C5C4=O)[N:17]=3)[C:6]=2[CH:5]=[CH:4][CH:3]=1.CN>C(O)C>[NH2:22][CH2:21][C:18]1[N:17]=[C:16]([C:15]2[N:14]=[CH:13][N:12]3[C:6]4[CH:5]=[CH:4][CH:3]=[C:2]([Cl:1])[C:7]=4[C:8](=[O:34])[N:9]([CH3:33])[CH2:10][C:11]=23)[O:20][N:19]=1. Procedure details: 35.1 g (74 mmol) of 7-chloro-5,6-dihydro-5-methyl-3-(3-phthalimidomethyl-1,2,4-oxadiazol-5-yl)-4H-imidazo[1,5-a]-[1,4]benzodiazepin-6-one were stirred with 190 ml of methylamine in ethanol) and 100 ml of ethanol at 80° for 3 hours. The solution was concentrated, the residue was taken up in methylene chloride and 100 ml of 4N hydrochloric acid and the solution was washed three times with methylene chloride. The aqueous phase was made alkaline with 105 ml of 4N sodium hydroxide solution and extrac... Reactants: Cc1c(C)c2c(c(C)c1OCC(=O)OC(C)(C)C)C(=O)CC(C)(COc1ccc(CC3SC(=O)N(CC(=O)OC(C)(C)C)C3=O)cc1)O2, O=C([O-])[O-], CCOC(C)=O, CO, Cl, [K+], [K+], NO, c1ccncc1. Yields the product Cc1c(C)c2c(c(C)c1OCC(=O)OC(C)(C)C)C(=NO)CC(C)(COc1ccc(CC3SC(=O)N(CC(=O)OC(C)(C)C)C3=O)cc1)O2. RXN SMILES: [C:1]([CH3:2])([CH3:3])([CH3:4])[O:5][C:6](=[O:7])[CH2:8][O:9][c:10]1[c:11]([CH3:48])[c:12]2[c:17]([c:18]([CH3:21])[c:19]1[CH3:20])[O:16][C:15]([CH3:22])([CH2:23][O:24][c:25]1[cH:26][cH:27][c:28]([CH2:29][CH:30]3[C:31](=[O:44])[N:32]([CH2:36][C:37](=[O:38])[O:39][C:40]([CH3:41])([CH3:42])[CH3:43])[C:33](=[O:35])[S:34]3)[cH:45][cH:46]1)[CH2:14][C:13]2=[O:47].[C:58](=[O:59])([O-:60])[O-:61].[CH3:64][CH2:65][O:66][C:67](=[O:68])[CH3:69].[CH3:70][OH:71].[ClH:49].[K+:62].[K+:63].[NH2:50][OH:51].[cH:52]1[cH:53][cH:54][n:55][cH:56][cH:57]1>>[C:1]([CH3:2])([CH3:3])([CH3:4])[O:5][C:6](=[O:7])[CH2:8][O:9][c:10]1[c:11]([CH3:48])[c:12]2[c:17]([c:18]([CH3:21])[c:19]1[CH3:20])[O:16][C:15]([CH3:22])([CH2:23][O:24][c:25]1[cH:26][cH:27][c:28]([CH2:29][CH:30]3[C:31](=[O:44])[N:32]([CH2:36][C:37](=[O:38])[O:39][C:40]([CH3:41])([CH3:42])[CH3:43])[C:33](=[O:35])[S:34]3)[cH:45][cH:46]1)[CH2:14][C:13]2=[N:50][OH:51]. The reactants are Cl (HCl), C(C)(=O)[O-].[NH4+] (Ammonium acetate), [BH4-].[Na+] (sodium borohydride), ClC=1N=CN(C1)C1=C(C=C(C=C1)NC=1SC2=C(N1)C(CC(C2)=O)C2=CC=C(C=C2)F)OC (2-(4-(4-chloro-1H-imidazol-1-yl)-3-methoxyphenylamino)-4-(4-fluorophenyl)-4,5-dihydrobenzo[d]thiazol-6(7H)-one), [BH4-] (borohydride). Solvent: CO (MeOH). Reaction conditions: temperature 65 celsius. Yields the product ClC=1N=CN(C1)C1=C(C=C(C=C1)NC=1SC2=C(N1)C(CC(C2)N)C2=CC=C(C=C2)F)OC (N2-(4-(4-chloro-1H-imidazol-1-yl)-3-methoxyphenyl)-4-(4-fluorophenyl)-4,5,6,7-tetrahydrobenzo[d]thiazole-2,6-diamine). Yield: 37.4%. As a reaction SMILES: C([O-])(=O)C.[NH4+:5].[BH4-].[Na+].[Cl:8][C:9]1[N:10]=[CH:11][N:12]([C:14]2[CH:19]=[CH:18][C:17]([NH:20][C:21]3[S:22][C:23]4[CH2:29][C:28](=O)[CH2:27][CH:26]([C:31]5[CH:36]=[CH:35][C:34]([F:37])=[CH:33][CH:32]=5)[C:24]=4[N:25]=3)=[CH:16][C:15]=2[O:38][CH3:39])[CH:13]=1.Cl.[BH4-]>CO>[Cl:8][C:9]1[N:10]=[CH:11][N:12]([C:14]2[CH:19]=[CH:18][C:17]([NH:20][C:21]3[S:22][C:23]4[CH2:29][CH:28]([NH2:5])[CH2:27][CH:26]([C:31]5[CH:36]=[CH:35][C:34]([F:37])=[CH:33][CH:32]=5)[C:24]=4[N:25]=3)=[CH:16][C:15]=2[O:38][CH3:39])[CH:13]=1 |f:0.1,2.3|. Reported procedure: Ammonium acetate (123 mg, 1.599 mmol) and sodium borohydride (46.9 mg, 0.746 mmol) were added to a solution of 2-(4-(4-chloro-1H-imidazol-1-yl)-3-methoxyphenylamino)-4-(4-fluorophenyl)-4,5-dihydrobenzo[d]thiazol-6(7H)-one (50 mg, 0.107 mmol, from example 75) in MeOH (1.1 mL). The mixture was heated at 65° C. for 20 hours. Several drops of aqueous 1 M HCl were added to the reaction mixture to decompose the excess borohydride reagent. The solvent was removed in vacuo. The residue was made basic wi...